This data is from the Open Reaction Database (ORD), a public repository of structured organic reaction records. The task is: describe an organic reaction: reactants, conditions, products, and yield RXN SMILES: [C:1]1([N:7]2[CH2:11][CH2:10][CH2:9][C:8]2=[O:12])[CH:6]=[CH:5][CH:4]=[CH:3][CH:2]=1.[Br:13]Br.O.[OH-].[K+]>C(O)(=O)C>[Br:13][C:4]1[CH:3]=[CH:2][C:1]([N:7]2[CH2:11][CH2:10][CH2:9][C:8]2=[O:12])=[CH:6][CH:5]=1 |f:3.4|. Run in C(C)(=O)O (acetic acid), C(C)(=O)O (acetic acid). Conditions: time 30 minute. Procedure details: 8.06 g of N-phenylpyrrolidinone were dissolved in 33 ml glacial acetic acid; the mixture was cooled to 0°-5° C. and then a solution of 2.65 ml bromine in 12 ml of glacial acetic acid was added dropwise. Stirring was continued for 30 minutes at room temperature. Work-up was accomplished by pouring the mixture into 1 l of water and neutralizing the mixture with KOH. The solid was filtered and dissolved in ethylacetate and washed with a sodium thiosulphate solution until the brown colour disappeare... Product: BrC1=CC=C(C=C1)N1C(CCC1)=O (N-(4-bromophenyl)-2-pyrrolidinone). Starting materials: BrBr (bromine), C1(=CC=CC=C1)N1C(CCC1)=O (N-phenylpyrrolidinone), O (water), [OH-].[K+] (KOH). The product is N1(CCCC2=CC=CC=C12)C1=NC(=NC=C1)NC1=CC=C(C=C1)OCC(CN(C)C)O (4-(1,2,3,4-Tetrahydroquinolin-1-yl)-2-{4-[2-hydroxy-3-(N,N-dimethylamino)propoxy]anilino}pyrimidine). Procedure: Using an analogous method to that described in Example 1, but starting from 4-[2-hydroxy-3-(N,N-dimethylamino)propoxy]aniline hydrochloride (Method 1) and 2-chloro-4-(1,2,3,4-tetrahydroquinolin-1-yl)pyrimidine (Method 8), the product was obtained. NMR: 1.8-2.0 (m, 2H), 2.19 (s, 6H), 2.2-2.3 (m, 1H), 2.3-2.45 (m, 1H), 2.7-2.8 (m, 2H), 3.7-3.9 (m, 5H), 5.7 (m, 1H), 6.35 (m, 2H), 6.8 (m, 2H), 7.0-7.05 (m, 1H), 7.1-7.2 (m, 2H), 7.35-7.4 (m, 1H), 7.5-7.6 (m, 2H), 7.9-8.0 (m, 2H), 8.95 (s, 1H); MS (MH... As a reaction SMILES: [OH:1][CH:2]([CH2:27][N:28]([CH3:30])[CH3:29])[CH2:3][O:4][C:5]1[CH:26]=[CH:25][C:8]([NH:9][C:10]2[N:15]=[C:14]([N:16]3[C:24]4[C:19](=[CH:20][CH:21]=[CH:22][CH:23]=4)[CH2:18][CH2:17]3)[CH:13]=[CH:12][N:11]=2)=[CH:7][CH:6]=1.Cl[C:32]1N=C(N2C3C(=CC=CC=3)CCC2)C=CN=1>>[N:16]1([C:14]2[CH:13]=[CH:12][N:11]=[C:10]([NH:9][C:8]3[CH:7]=[CH:6][C:5]([O:4][CH2:3][CH:2]([OH:1])[CH2:27][N:28]([CH3:29])[CH3:30])=[CH:26][CH:25]=3)[N:15]=2)[C:24]2[C:19](=[CH:20][CH:21]=[CH:22][CH:23]=2)[CH2:32][CH2:18][CH2:17]1. Starting materials: OC(COC1=CC=C(NC2=NC=CC(=N2)N2CCC3=CC=CC=C23)C=C1)CN(C)C (2-{4-[2-Hydroxy-3-(N,N-dimethylamino)propoxy]anilino}-4-(indolin-1-yl)pyrimidine), ClC1=NC=CC(=N1)N1CCCC2=CC=CC=C12 (2-chloro-4-(1,2,3,4-tetrahydroquinolin-1-yl)pyrimidine). Reactants: C1(CC1)C(=O)OC(C)(C)C (tert-butyl cyclopropanecarboxylate), BrC1=C(C=CC(=C1)CBr)F (2-bromo-4-(bromomethyl)-1-fluorobenzene), C(C)(C)NC(C)C (diisopropylamine), C(CCC)[Li] (n-butyllithium), [Cl-].[NH4+] (ammonium chloride). Run in C1CCOC1 (THF), C1CCOC1 (THF), C1CCOC1 (THF), C(C)(=O)OCC (ethyl acetate). Run at temperature -50 celsius, time 4 hour. Product: BrC=1C=C(CC2(CC2)C(=O)OC(C)(C)C)C=CC1F (tert-Butyl 1-(3-bromo-4-fluorobenzyl)cyclopropanecarboxylate). RXN SMILES: C(NC(C)C)(C)C.C([Li])CCC.[CH:13]1([C:16]([O:18][C:19]([CH3:22])([CH3:21])[CH3:20])=[O:17])[CH2:15][CH2:14]1.[Br:23][C:24]1[CH:29]=[C:28]([CH2:30]Br)[CH:27]=[CH:26][C:25]=1[F:32].[Cl-].[NH4+]>C1COCC1.C(OCC)(=O)C>[Br:23][C:24]1[CH:29]=[C:28]([CH:27]=[CH:26][C:25]=1[F:32])[CH2:30][C:13]1([C:16]([O:18][C:19]([CH3:22])([CH3:21])[CH3:20])=[O:17])[CH2:15][CH2:14]1 |f:4.5|. Procedure: Under argon, 199.5 ml (1.42 mol) of diisopropylamine were initially charged in 1300 ml of dry THF and cooled to −50° C. 569.1 ml (1.42 mol) of n-butyllithium solution (2.5 M in hexane) were slowly added dropwise. The resulting mixture was warmed to 0° C. and then cooled to −70° C. A solution of 161.9 g (1.14 mol) of tert-butyl cyclopropanecarboxylate in 380 ml THF was added to the reaction solution, with the temperature being kept below −60° C. After 4 h of stirring at −78° C., a solution of 262... Reactants: N(=[N+]=[N-])CCOC1=CC=C(CC2C(NC(S2)=O)=O)C=C1 (5-[4-(2-Azidoethoxy)Benzyl]2,4-Thiazolidinedione). The reagents and catalysts are [Pd] (palladium on charcoal). The solvent is CO (Methanol). Product: NCCOC1=CC=C(CC2C(NC(S2)=O)=O)C=C1 (5-[4-(2-Aminoethoxy)Benzyl]-2,4-Thiazolidine-dione), dihydrate. As a reaction SMILES: [N:1]([CH2:4][CH2:5][O:6][C:7]1[CH:20]=[CH:19][C:10]([CH2:11][CH:12]2[S:16][C:15](=[O:17])[NH:14][C:13]2=[O:18])=[CH:9][CH:8]=1)=[N+]=[N-]>CO.[Pd]>[NH2:1][CH2:4][CH2:5][O:6][C:7]1[CH:20]=[CH:19][C:10]([CH2:11][CH:12]2[S:16][C:15](=[O:17])[NH:14][C:13]2=[O:18])=[CH:9][CH:8]=1. Reported procedure: A solution of 5-[4-(2-Azidoethoxy)Benzyl]2,4-Thiazolidinedione (5 g) in Methanol (100 ml) was reduced under hydrogen at ambient temperature and pressure in the presence of 10% palladium on charcoal (5 g) for 18 hours. The mixture was filtered through diatomaceous earth and the filter pad was washed exhaustively with Methanol. The combined filtrates was evaporated to dryness under reduced pressure and the title compound (m.p. 175°-6° C.) was obtained as a dihydrate following crystallisation from ...